Dataset: the Open Reaction Database (ORD), a public repository of structured organic reaction records. Task: describe an organic reaction: reactants, conditions, products, and yield The reactants are C[Si](C)(C)CCOCCl (SEM-Cl), BrC=1C=C2C(=NC1)NC(=N2)C (6-Bromo-2-methyl-3H-imidazo[4,5-b]pyridine), [H-].[Na+] (NaH). Run in C1CCOC1 (THF), C1CCOC1 (THF). Reaction conditions: temperature -78 celsius, time 30 minute. The product is BrC=1C=C2C(=NC1)N(C(=N2)C)COCC[Si](C)(C)C (6-bromo-2-methyl-3-((2-(trimethylsilyl)ethoxy)methyl)-3H-imidazo[4,5-b]pyridine). Isolated yield 37.6%. RXN SMILES: [Br:1][C:2]1[CH:3]=[C:4]2[N:10]=[C:9]([CH3:11])[NH:8][C:5]2=[N:6][CH:7]=1.[H-].[Na+].[CH3:14][Si:15]([CH2:18][CH2:19][O:20][CH2:21]Cl)([CH3:17])[CH3:16]>C1COCC1>[Br:1][C:2]1[CH:3]=[C:4]2[N:10]=[C:9]([CH3:11])[N:8]([CH2:21][O:20][CH2:19][CH2:18][Si:15]([CH3:17])([CH3:16])[CH3:14])[C:5]2=[N:6][CH:7]=1 |f:1.2|. Procedure: To 5.06 g of 5-bromo-2,3-diaminopyridine 46 (Ryabukhin et al (2006) Synthesis 21:3715-3726; Oguchi et al (2000) J. Med. Chem. 43(16):3052-3066; Seki et al (1995) J. Hetero. Chem. 32(3):1071-73; Fray et al (1995) J. Med. Chem. 38(18):3524-35) was added 50 mL acetic acid under N2 and the reaction was heated to reflux overnight. Complete reaction was confirmed by LCMS. The solution was concentrated in vacuo and purified by flash chromatography (DCM/MeOH) to give 4.68 g of 6-bromo-2-methyl-3H-imidaz... Reactants: ClC1=NC(=NC(=N1)N(C(C)C)C(C)C)N1C(CC2(CC1(C)C)OCCO2)(C)C (2-Chloro-4-diisopropylamino-6-(4,4-ethylenedioxy-2,2,6,6-tetramethylpiperidin-1-yl)-1,3,5-triazine), C(CCCCCCC)N (octylamine). Solvent: O (water). Product: C(CCCCCCC)NC1=NC(=NC(=N1)N(C(C)C)C(C)C)N1C(CC2(CC1(C)C)OCCO2)(C)C (2-Octylamino-4-diisopropylamino-6-(4,4-ethylenedioxy-2,2,6,6-tetramethylpiperidin-1-yl)-1,3,5-triazine). Reaction SMILES: Cl[C:2]1[N:7]=[C:6]([N:8]([CH:12]([CH3:14])[CH3:13])[CH:9]([CH3:11])[CH3:10])[N:5]=[C:4]([N:15]2[C:20]([CH3:22])([CH3:21])[CH2:19][C:18]3([O:26][CH2:25][CH2:24][O:23]3)[CH2:17][C:16]2([CH3:28])[CH3:27])[N:3]=1.[CH2:29]([NH2:37])[CH2:30][CH2:31][CH2:32][CH2:33][CH2:34][CH2:35][CH3:36]>O>[CH2:29]([NH:37][C:2]1[N:7]=[C:6]([N:8]([CH:9]([CH3:10])[CH3:11])[CH:12]([CH3:13])[CH3:14])[N:5]=[C:4]([N:15]2[C:16]([CH3:27])([CH3:28])[CH2:17][C:18]3([O:26][CH2:25][CH2:24][O:23]3)[CH2:19][C:20]2([CH3:22])[CH3:21])[N:3]=1)[CH2:30][CH2:31][CH2:32][CH2:33][CH2:34][CH2:35][CH3:36]. Reported procedure: 15 g (36.4 mmol) of the product from Example 18 are heated to 120° for 3 hours together with 30 ml of octylamine. After cooling, 40 ml of water are added and the mixture is extracted three times using 30 ml of methylene chloride. The CH2Cl2 solution is washed with water, dried over Na2SO4 and evaporated. The oily residue is dissolved in hexane/acetone and purified chromatographically on an SiO2 column. The main fraction is a viscous material. Reactants: C1(=CC=CC=C1)C1NC(N(C1)S(=O)(=O)C=1C=C2CCNC2=CC1)=O (4-Phenyl-1-(indoline-5-sulfonyl)-4,5-dihydro-2-imidazolone), N1=CC=CC=C1 (Pyridine), C(C1=CC=CC=C1)(=O)Cl (benzoyl chloride). The solvent is ClCCl (dichloromethane), ClCCl (dichloromethane). Reaction conditions: temperature 0 celsius, time 2 hour. Product: C1(=CC=CC=C1)C1NC(N(C1)S(=O)(=O)C=1C=C2CCN(C2=CC1)C(C1=CC=CC=C1)=O)=O (4-phenyl-1-(N-benzoylindoline-5-sulfonyl)-4,5-dihydro-2-imidazolone). Yield: 92.0%. As a reaction SMILES: [C:1]1([CH:7]2[CH2:11][N:10]([S:12]([C:15]3[CH:16]=[C:17]4[C:21](=[CH:22][CH:23]=3)[NH:20][CH2:19][CH2:18]4)(=[O:14])=[O:13])[C:9](=[O:24])[NH:8]2)[CH:6]=[CH:5][CH:4]=[CH:3][CH:2]=1.N1C=CC=CC=1.[C:31](Cl)(=[O:38])[C:32]1[CH:37]=[CH:36][CH:35]=[CH:34][CH:33]=1>ClCCl>[C:1]1([CH:7]2[CH2:11][N:10]([S:12]([C:15]3[CH:16]=[C:17]4[C:21](=[CH:22][CH:23]=3)[N:20]([C:31](=[O:38])[C:32]3[CH:37]=[CH:36][CH:35]=[CH:34][CH:33]=3)[CH2:19][CH2:18]4)(=[O:14])=[O:13])[C:9](=[O:24])[NH:8]2)[CH:2]=[CH:3][CH:4]=[CH:5][CH:6]=1. Reported procedure: 4-Phenyl-1-(indoline-5-sulfonyl)-4,5-dihydro-2-imidazolone (0.20 g, 0.58 mmol) prepared in Preparation 5 was dissolved in 12 m of dichloromethane. Pyridine (0.1 m, 0.58 mmol) and benzoyl chloride (0.1 g, 0.58 mmol) were added dropwise one after another at 0° C. under nitrogen atmosphere. The reaction mixture was stirred at 0° C. for 2 hours and further stirred at room temperature for 3 hours. The reaction mixture was diluted with 20 m of dichloromethane, washed twice with 10 m of water, dried ov...